This data is from the Open Reaction Database (ORD), a public repository of structured organic reaction records. The task is: describe an organic reaction: reactants, conditions, products, and yield Reactants: BrC1=CC=C(S1)CN1C(=CC2=C(C(=CC=C12)C#N)C(F)(F)F)C (1-[(5-bromo-2-thienyl)methyl]-2-methyl-4-(trifluoromethyl)-1H-indole-5-carbonitrile), FC=1C=C(C=C(C1)F)B(O)O ([3,5-difluorophenyl]boronic acid). Product: FC=1C=C(C=C(C1)F)C1=CC=C(S1)CN1C(=CC2=C(C(=CC=C12)C#N)C(F)(F)F)C (1-{[5-(3,5-Difluorophenyl)-2-thienyl]methyl}-2-methyl-4-(trifluoromethyl)-1H-indole-5-carbonitrile). As a reaction SMILES: Br[C:2]1[S:6][C:5]([CH2:7][N:8]2[C:16]3[C:11](=[C:12]([C:19]([F:22])([F:21])[F:20])[C:13]([C:17]#[N:18])=[CH:14][CH:15]=3)[CH:10]=[C:9]2[CH3:23])=[CH:4][CH:3]=1.[F:24][C:25]1[CH:26]=[C:27](B(O)O)[CH:28]=[C:29]([F:31])[CH:30]=1>>[F:24][C:25]1[CH:26]=[C:27]([C:2]2[S:6][C:5]([CH2:7][N:8]3[C:16]4[C:11](=[C:12]([C:19]([F:21])([F:20])[F:22])[C:13]([C:17]#[N:18])=[CH:14][CH:15]=4)[CH:10]=[C:9]3[CH3:23])=[CH:4][CH:3]=2)[CH:28]=[C:29]([F:31])[CH:30]=1. Procedure: Synthesized as described in Example 310D using 1-[(5-bromo-2-thienyl)methyl]-2-methyl-4-(trifluoromethyl)-1H-indole-5-carbonitrile (Example 314B) and [3,5-difluorophenyl]boronic acid: MS (ES) m/z 431 (M−1).